Dataset: the Open Reaction Database (ORD), a public repository of structured organic reaction records. Task: describe an organic reaction: reactants, conditions, products, and yield The reactants are C(=O)([O-])[O-].[Na+].[Na+] (Na2CO3), NC=1SC2=C(N1)C=CC(=C2)F (2-amino-6-fluorobenzothiazole), C(C)(=O)[O-].[Na+] (sodium acetate), BrBr (bromine). Solvent: C(C)(=O)O (acetic acid). Run at time 1 hour. Yields the product NC=1SC2=C(N1)C=CC(=C2Br)F (2-amino-7-bromo-6-fluorobenzothiazole). The yield is 99.0%. RXN SMILES: [NH2:1][C:2]1[S:3][C:4]2[CH:10]=[C:9]([F:11])[CH:8]=[CH:7][C:5]=2[N:6]=1.C([O-])(=O)C.[Na+].[Br:17]Br.C([O-])([O-])=O.[Na+].[Na+]>C(O)(=O)C>[NH2:1][C:2]1[S:3][C:4]2[C:10]([Br:17])=[C:9]([F:11])[CH:8]=[CH:7][C:5]=2[N:6]=1 |f:1.2,4.5.6|. Reported procedure: To a mixture of 2-amino-6-fluorobenzothiazole (245 mg, 1.46 mmol) and sodium acetate (244 mg, 2.97 mmol) in acetic acid (1.60 mL) was added bromine (1.0 M in AcOH, 1.60 mL, 1.60 mmol) at RT. The mixture was stirred at RT for 1 h. The mixture was then treated with aqueous Na2CO3 until pH=7 and extracted with EtOAc (3×30 mL). The combined organic fractions were washed with water (2×20 mL) and brine (30 mL), dried over MgSO4, filtered, and concentrated. Purification by ISCO chromatography (0 to 30%...